Dataset: the Open Reaction Database (ORD), a public repository of structured organic reaction records. Task: describe an organic reaction: reactants, conditions, products, and yield Reactants: F[B-](F)(F)F, Cl, O=N[O-], Cc1nn(-c2cc(Oc3ccc(N)cn3)c(Cl)cc2F)c(=O)n1C(F)F, [Na+], [Na+], O. Yields the product F[B-](F)(F)F, Cc1nn(-c2cc(Oc3ccc([N+]#N)cn3)c(Cl)cc2F)c(=O)n1C(F)F. RXN SMILES: [B-:32]([F:33])([F:34])([F:35])[F:36].[ClH:27].[N:28]([O-:29])=[O:30].[NH2:1][c:2]1[cH:3][cH:4][c:5]([O:8][c:9]2[c:10]([Cl:26])[cH:11][c:12]([F:25])[c:13](-[n:15]3[n:16][c:17]([CH3:24])[n:18]([CH:21]([F:22])[F:23])[c:19]3=[O:20])[cH:14]2)[n:6][cH:7]1.[Na+:31].[Na+:37].[OH2:38]>>[B-:32]([F:33])([F:34])([F:35])[F:36].[N+:1]([c:2]1[cH:3][cH:4][c:5]([O:8][c:9]2[c:10]([Cl:26])[cH:11][c:12]([F:25])[c:13](-[n:15]3[n:16][c:17]([CH3:24])[n:18]([CH:21]([F:22])[F:23])[c:19]3=[O:20])[cH:14]2)[n:6][cH:7]1)#[N:28]. The reactants are C(C)C=1C(=NC=NC1N1CCC(CC1)C1=CC=C2CCCNC2=N1)NC[C@H](NC(=O)OCC1=CC=CC=C1)C(=O)O (3-[[5-ethyl-6-[4-(1,2,3,4-tetrahydro-1,8-naphthyridin-7-yl)-1-piperidinyl]-4-pyrimidinyl]amino]-N-[(phenylmethoxy)carbonyl]alanine), bis(trifluoroacetate), C(C)O (ethanol), S(=O)(Cl)Cl (thionyl chloride), C(C)O (ethanol). Reaction conditions: temperature -12 celsius, time 30 minute. Yields the product Cl.Cl.C(C)C=1C(=NC=NC1N1CCC(CC1)C1=CC=C2CCCNC2=N1)NC[C@H](NC(=O)OCC1=CC=CC=C1)C(=O)OCC (ethyl 3-[[5-ethyl-6-[4-(1,2,3,4-tetrahydro-1,8-naphthyridin-7-yl)-1-piperidinyl]-4-pyrimidinyl]amino]-N-[(phenylmethoxy)carbonyl]alaninate, dihydrochloride). The yield is 95.0%. RXN SMILES: S(Cl)([Cl:3])=O.[CH2:5]([C:7]1[C:8]([NH:29][CH2:30][C@@H:31]([C:43]([OH:45])=[O:44])[NH:32][C:33]([O:35][CH2:36][C:37]2[CH:42]=[CH:41][CH:40]=[CH:39][CH:38]=2)=[O:34])=[N:9][CH:10]=[N:11][C:12]=1[N:13]1[CH2:18][CH2:17][CH:16]([C:19]2[N:28]=[C:27]3[C:22]([CH2:23][CH2:24][CH2:25][NH:26]3)=[CH:21][CH:20]=2)[CH2:15][CH2:14]1)[CH3:6].[CH2:46](O)[CH3:47]>>[ClH:3].[ClH:3].[CH2:5]([C:7]1[C:8]([NH:29][CH2:30][C@@H:31]([C:43]([O:45][CH2:46][CH3:47])=[O:44])[NH:32][C:33]([O:35][CH2:36][C:37]2[CH:38]=[CH:39][CH:40]=[CH:41][CH:42]=2)=[O:34])=[N:9][CH:10]=[N:11][C:12]=1[N:13]1[CH2:14][CH2:15][CH:16]([C:19]2[N:28]=[C:27]3[C:22]([CH2:23][CH2:24][CH2:25][NH:26]3)=[CH:21][CH:20]=2)[CH2:17][CH2:18]1)[CH3:6] |f:3.4.5|. Reported procedure: 160 μl (2.19 mmoles) of thionyl chloride is added to 4 ml of ethanol cooled down to −12° C. under a nitrogen atmosphere and the mixture is stirred for 30 minutes. Then a solution of 354 mg (0.45 mmoles) of 3-[[5-ethyl-6-[4-(1,2,3,4-tetrahydro-1,8-naphthyridin-7-yl)-1-piperidinyl]-4-pyrimidinyl]amino]-N-[(phenylmethoxy)carbonyl]alanine, bis(trifluoroacetate) in 13 ml of ethanol is added. The mixture is stirred for 30 minutes at −12° C. then left to return to ambient temperature and finally heated... The reactants are [N+](=O)([O-])C1=CC=C(C=C1)OC(=O)N1CCC(CC1)C1=CC=C(C=C1)NC(=O)C=1N=C(OC1C(F)(F)F)C1=CC=CC=C1 (4-{4-[(2-phenyl-5-trifluoromethyl-oxazole-4-carbonyl)-amino]-phenyl}-piperidine-1-carboxylic acid 4-nitro-phenyl ester), COC(=O)C1CNCC1 (pyrrolidine-3-carboxylic acid methyl ester). Yields the product C1(=CC=CC=C1)C=1OC(=C(N1)C(=O)NC1=CC=C(C=C1)C1CCN(CC1)C(=O)N1CC(CC1)C(=O)O)C(F)(F)F (1-(4-{4-[(2-phenyl-5-trifluoromethyl-oxazole-4-carbonyl)-amino]-phenyl}-piperidine-1-carbonyl)-pyrrolidine-3-carboxylic acid). Reaction SMILES: [N+](C1C=CC(O[C:11]([N:13]2[CH2:18][CH2:17][CH:16]([C:19]3[CH:24]=[CH:23][C:22]([NH:25][C:26]([C:28]4[N:29]=[C:30]([C:37]5[CH:42]=[CH:41][CH:40]=[CH:39][CH:38]=5)[O:31][C:32]=4[C:33]([F:36])([F:35])[F:34])=[O:27])=[CH:21][CH:20]=3)[CH2:15][CH2:14]2)=[O:12])=CC=1)([O-])=O.C[O:44][C:45]([CH:47]1[CH2:51][CH2:50][NH:49][CH2:48]1)=[O:46]>>[C:37]1([C:30]2[O:31][C:32]([C:33]([F:35])([F:36])[F:34])=[C:28]([C:26]([NH:25][C:22]3[CH:21]=[CH:20][C:19]([CH:16]4[CH2:15][CH2:14][N:13]([C:11]([N:49]5[CH2:50][CH2:51][CH:47]([C:45]([OH:46])=[O:44])[CH2:48]5)=[O:12])[CH2:18][CH2:17]4)=[CH:24][CH:23]=3)=[O:27])[N:29]=2)[CH:42]=[CH:41][CH:40]=[CH:39][CH:38]=1. Reported procedure: With a procedure similar to above, 1-(4-{4-[(2-phenyl-5-trifluoromethyl-oxazole-4-carbonyl)-amino]-phenyl}-piperidine-1-carbonyl)-pyrrolidine-3-carboxylic acid was prepared from 4-{4-[(2-phenyl-5-trifluoromethyl-oxazole-4-carbonyl)-amino]-phenyl}-piperidine-1-carboxylic acid 4-nitro-phenyl ester and pyrrolidine-3-carboxylic acid methyl ester. LCMS calcd for C28H27F3N4O5 (m/e) 556, obsd 557 (M+H). The NMR spectrum obtained on the sample is compatible with its structure. RXN SMILES: [B:19]([O-:20])([O-:33])[O:34][c:21]1[cH:22][cH:23][c:24]([N:27]2[CH2:28][CH2:29][O:30][CH2:31][CH2:32]2)[cH:25][cH:26]1.[Br:1][c:2]1[cH:3][cH:4][c:5]2[c:6]([cH:18]1)[CH:7]=[C:8]([C:14](=[O:15])[O:16][CH3:17])[CH2:9][CH2:10][N:11]2[CH:12]=[O:13].[C:35](=[O:36])([O-:37])[O-:38].[CH3:119][c:120]1[cH:121][cH:122][cH:123][cH:124][cH:125]1.[CH3:126][CH2:127][OH:128].[K+:39].[K+:40].[OH2:41].[cH:42]1[cH:43][cH:44][c:45]([P:46]([Pd:47]([P:48]([c:49]2[cH:50][cH:51][cH:52][cH:53][cH:54]2)([c:55]2[cH:56][cH:57][cH:58][cH:59][cH:60]2)[c:61]2[cH:62][cH:63][cH:64][cH:65][cH:66]2)([P:67]([c:68]2[cH:69][cH:70][cH:71][cH:72][cH:73]2)([c:74]2[cH:75][cH:76][cH:77][cH:78][cH:79]2)[c:80]2[cH:81][cH:82][cH:83][cH:84][cH:85]2)[P:86]([c:87]2[cH:88][cH:89][cH:90][cH:91][cH:92]2)([c:93]2[cH:94][cH:95][cH:96][cH:97][cH:98]2)[c:99]2[cH:100][cH:101][cH:102][cH:103][cH:104]2)([c:105]2[cH:106][cH:107][cH:108][cH:109][cH:110]2)[c:111]2[cH:112][cH:113][cH:114][cH:115][cH:116]2)[cH:117][cH:118]1>>[c:2]1(-[c:21]2[cH:22][cH:23][c:24]([N:27]3[CH2:28][CH2:29][O:30][CH2:31][CH2:32]3)[cH:25][cH:26]2)[cH:3][cH:4][c:5]2[c:6]([cH:18]1)[CH:7]=[C:8]([C:14](=[O:15])[O:16][CH3:17])[CH2:9][CH2:10][N:11]2[CH:12]=[O:13]. Starting materials: [O-]B([O-])Oc1ccc(N2CCOCC2)cc1, COC(=O)C1=Cc2cc(Br)ccc2N(C=O)CC1, O=C([O-])[O-], Cc1ccccc1, CCO, [K+], [K+], O, c1ccc(P(c2ccccc2)(c2ccccc2)[Pd](P(c2ccccc2)(c2ccccc2)c2ccccc2)(P(c2ccccc2)(c2ccccc2)c2ccccc2)P(c2ccccc2)(c2ccccc2)c2ccccc2)cc1. Product: COC(=O)C1=Cc2cc(-c3ccc(N4CCOCC4)cc3)ccc2N(C=O)CC1. Reactants: FC=1C=C2CN(C(C2=C(C1)I)=O)CC1=CC=C(C=C1)OC(F)(F)F (5-fluoro-7-iodo-2-(4-trifluoromethoxy-benzyl)-2,3-dihydro-isoindol-1-one), [C-]#N.[Na+] (sodium cyanide). The reagents and catalysts are C=1C=CC(=CC1)[P](C=2C=CC=CC2)(C=3C=CC=CC3)[Pd]([P](C=4C=CC=CC4)(C=5C=CC=CC5)C=6C=CC=CC6)([P](C=7C=CC=CC7)(C=8C=CC=CC8)C=9C=CC=CC9)[P](C=1C=CC=CC1)(C=1C=CC=CC1)C=1C=CC=CC1 (Pd(PPh3)4), [Cu]I (CuI). The solvent is C(C)#N (acetonitrile). Conditions: temperature 80 celsius, time 18 hour. Yields the product FC=1C=C(C=2C(N(CC2C1)CC1=CC=C(C=C1)OC(F)(F)F)=O)C#N (6-fluoro-3-oxo-2-(4-trifluoromethoxy-benzyl)-2,3-dihydro-1H-isoindole-4-carbonitrile). The yield is 45.4%. RXN SMILES: [F:1][C:2]1[CH:3]=[C:4]2[C:8](=[C:9](I)[CH:10]=1)[C:7](=[O:12])[N:6]([CH2:13][C:14]1[CH:19]=[CH:18][C:17]([O:20][C:21]([F:24])([F:23])[F:22])=[CH:16][CH:15]=1)[CH2:5]2.[C-:25]#[N:26].[Na+]>C(#N)C.C1C=CC([P]([Pd]([P](C2C=CC=CC=2)(C2C=CC=CC=2)C2C=CC=CC=2)([P](C2C=CC=CC=2)(C2C=CC=CC=2)C2C=CC=CC=2)[P](C2C=CC=CC=2)(C2C=CC=CC=2)C2C=CC=CC=2)(C2C=CC=CC=2)C2C=CC=CC=2)=CC=1.[Cu]I>[F:1][C:2]1[CH:10]=[C:9]([C:25]#[N:26])[C:8]2[C:7](=[O:12])[N:6]([CH2:13][C:14]3[CH:19]=[CH:18][C:17]([O:20][C:21]([F:24])([F:23])[F:22])=[CH:16][CH:15]=3)[CH2:5][C:4]=2[CH:3]=1 |f:1.2,^1:34,36,55,74|. Procedure details: A mixture of 5-fluoro-7-iodo-2-(4-trifluoromethoxy-benzyl)-2,3-dihydro-isoindol-1-one (0.100 g, 0.22 mmol), Pd(PPh3)4 (0.022 g, 0.24 mmol), sodium cyanide (0.014 g, 0.285 mmol), and CuI (0.004 g, 0.022 mmol) in acetonitrile (5 mL) was stirred at 80° C. for 18 h. Workup and silica gel column chromatography using 2:1 hexanes-ethyl acetate afforded 6-fluoro-3-oxo-2-(4-trifluoromethoxy-benzyl)-2,3-dihydro-1H-isoindole-4-carbonitrile (0.035 g, 45%). 1H NMR (300 MHz, CDCl3): δ (ppm) 4.32 (s, 2H), 4.80...